Dataset: the Open Reaction Database (ORD), a public repository of structured organic reaction records. Task: describe an organic reaction: reactants, conditions, products, and yield The reactants are O=C([O-])O, CCOC(C)=O, COc1cc(C=C(CCCCl)C(=O)NC2CCc3ccc(F)cc32)ccc1-n1cnc(C)c1, [H-], [Na+], [Na+], CN(C)C=O. Reaction SMILES: [C:36](=[O:37])([OH:38])[O-:39].[CH3:41][CH2:42][O:43][C:44](=[O:45])[CH3:46].[F:3][c:4]1[cH:5][cH:6][c:7]2[c:11]([cH:12]1)[CH:10]([NH:13][C:14]([C:15]([CH2:16][CH2:17][CH2:18][Cl:19])=[CH:20][c:21]1[cH:22][c:23]([O:33][CH3:34])[c:24](-[n:27]3[cH:28][n:29][c:30]([CH3:32])[cH:31]3)[cH:25][cH:26]1)=[O:35])[CH2:9][CH2:8]2.[H-:1].[Na+:2].[Na+:40].[O:47]=[CH:48][N:49]([CH3:50])[CH3:51]>>[F:3][c:4]1[cH:5][cH:6][c:7]2[c:11]([cH:12]1)[CH:10]([N:13]1[C:14](=[O:35])[C:15](=[CH:20][c:21]3[cH:22][c:23]([O:33][CH3:34])[c:24](-[n:27]4[cH:28][n:29][c:30]([CH3:32])[cH:31]4)[cH:25][cH:26]3)[CH2:16][CH2:17][CH2:18]1)[CH2:9][CH2:8]2. Yields the product COc1cc(C=C2CCCN(C3CCc4ccc(F)cc43)C2=O)ccc1-n1cnc(C)c1. Starting materials: O=C([O-])O, CCOC(=O)CCCCCCCBr, CN(C)C=O, [Na+], Sc1nc(-c2ccccc2)c(-c2ccccc2)[nH]1. Product: CCOC(=O)CCCCCCCSc1nc(-c2ccccc2)c(-c2ccccc2)[nH]1. RXN SMILES: [C:32](=[O:33])([OH:34])[O-:35].[CH2:19]([CH3:20])[O:21][C:22]([CH2:23][CH2:24][CH2:25][CH2:26][CH2:27][CH2:28][CH2:29][Br:30])=[O:31].[CH3:37][N:38]([CH3:39])[CH:40]=[O:41].[Na+:36].[c:1]1(-[c:7]2[n:8][c:9]([SH:18])[nH:10][c:11]2-[c:12]2[cH:13][cH:14][cH:15][cH:16][cH:17]2)[cH:2][cH:3][cH:4][cH:5][cH:6]1>>[c:1]1(-[c:7]2[nH:8][c:9]([S:18][CH2:29][CH2:28][CH2:27][CH2:26][CH2:25][CH2:24][CH2:23][C:22]([O:21][CH2:19][CH3:20])=[O:31])[n:10][c:11]2-[c:12]2[cH:13][cH:14][cH:15][cH:16][cH:17]2)[cH:2][cH:3][cH:4][cH:5][cH:6]1. The reactants are COC1=C(C=CC(=C1)O)N1CCNCC1 (1-(2-methoxy-4-hydroxyphenyl)-piperazine), Cl (hydrochloric acid), C1(=CC=CC2=CC=CC=C12)OCC1CO1 (2,3-epoxypropyl naphthyl ether), C(C)(C)O (isopropanol). Run in CO (methanol), C(C)OCC (diethyl ether). Yields the product COC1=C(C=CC(=C1)O)N1CCN(CC1)CC(COC1=CC=CC2=CC=CC=C12)O (1-(2-Methoxy-4-hydroxyphenyl)-4-[3-(naphth-1-yloxy)-2-hydroxypropyl]-piperazine). RXN SMILES: [CH3:1][O:2][C:3]1[CH:8]=[C:7]([OH:9])[CH:6]=[CH:5][C:4]=1[N:10]1[CH2:15][CH2:14][NH:13][CH2:12][CH2:11]1.[C:16]1([O:26][CH2:27][CH:28]2[O:30][CH2:29]2)[C:25]2[C:20](=[CH:21][CH:22]=[CH:23][CH:24]=2)[CH:19]=[CH:18][CH:17]=1.C(O)(C)C.Cl>CO.C(OCC)C>[CH3:1][O:2][C:3]1[CH:8]=[C:7]([OH:9])[CH:6]=[CH:5][C:4]=1[N:10]1[CH2:15][CH2:14][N:13]([CH2:29][CH:28]([OH:30])[CH2:27][O:26][C:16]2[C:25]3[C:20](=[CH:21][CH:22]=[CH:23][CH:24]=3)[CH:19]=[CH:18][CH:17]=2)[CH2:12][CH2:11]1. Procedure details: A solution of 4.16 g. (0.02 mole) 1-(2-methoxy-4-hydroxyphenyl)-piperazine and 4.2 g. (0.021 mole) 2,3-epoxypropyl naphthyl ether in 50 ml. isopropanol is heated under reflux for 4 hours, while stirring. The solution is evaporated and the tarry residue obtained is dissolved in methanol. It is acidified with isopropanolic hydrochloric acid and diethyl ether carefully added thereto, an oily product precipitating out which is separated by decanting off. The solution is diluted with acetone. After a... The reactants are N1CCCCCC1 (homopiperidine), C(C=C)Br (allyl bromide), amine. Solvent: C(C)OCC (diethyl ether), C(C)OCC (diethyl ether). Conditions: temperature 5 celsius. Yields the product 72, C(C=C)N1CCCCCC1 (N-allylhomopiperidine). Reaction SMILES: [NH:1]1[CH2:7][CH2:6][CH2:5][CH2:4][CH2:3][CH2:2]1.[CH2:8](Br)[CH:9]=[CH2:10]>C(OCC)C>[CH2:10]([N:1]1[CH2:7][CH2:6][CH2:5][CH2:4][CH2:3][CH2:2]1)[CH:9]=[CH2:8]. Procedure: 198.4 9 of homopiperidine dissolved in 280 mL of diethyl ether was added to a 1 L, 3-necked round-bottomed flask. The mixture was cooled to 5° C. with an ice bath and while stirring, 121 g of allyl bromide in 40 mL of diethyl ether was added slowly to this amine solution. After addition was complete, the reaction mixture was allowed to stir at room temperature for 18 hours. The white precipitate thus formed was filtered and ether was removed at room temperature using a rotary evaporator. The res... Starting materials: CC(=O)O[BH-](OC(C)=O)OC(C)=O, O=C([O-])O, ClCCl, CC(=O)O, Cl, O=C1CCc2cc(F)cc(F)c2C1, C=CCC(C)(C)c1nnc(NC(=O)C(N)CC)s1, [Na+], [Na+], [Na+], [Na+], O=S(=O)([O-])[O-], O. Product: C=CCC(C)(C)c1nnc(NC(=O)C(CC)NC2CCc3cc(F)cc(F)c3C2)s1. Reaction SMILES: [C:44]([O:45][BH-:46]([O:47][C:48](=[O:49])[CH3:50])[O:51][C:52](=[O:53])[CH3:54])(=[O:55])[CH3:56].[C:62](=[O:63])([OH:64])[O-:65].[CH2:58]([Cl:59])[Cl:60].[CH3:33][C:34](=[O:35])[OH:36].[ClH:32].[F:1][c:2]1[cH:3][c:4]2[c:9]([c:10]([F:12])[cH:11]1)[CH2:8][C:7](=[O:13])[CH2:6][CH2:5]2.[NH2:14][CH:15]([C:16](=[O:17])[NH:18][c:19]1[s:20][c:21]([C:24]([CH2:25][CH:26]=[CH2:27])([CH3:28])[CH3:29])[n:22][n:23]1)[CH2:30][CH3:31].[Na+:37].[Na+:38].[Na+:57].[Na+:66].[O-:39][S:40](=[O:41])(=[O:42])[O-:43].[OH2:61]>>[F:1][c:2]1[cH:3][c:4]2[c:9]([c:10]([F:12])[cH:11]1)[CH2:8][CH:7]([NH:14][CH:15]([C:16](=[O:17])[NH:18][c:19]1[s:20][c:21]([C:24]([CH2:25][CH:26]=[CH2:27])([CH3:28])[CH3:29])[n:22][n:23]1)[CH2:30][CH3:31])[CH2:6][CH2:5]2.